From a dataset of the Open Reaction Database (ORD), a public repository of structured organic reaction records. describe an organic reaction: reactants, conditions, products, and yield Reactants: O (water), solution, C[N+]1(CCOCC1)[O-] (N-methyl morpholine-N-oxide), C(C=C)OC1=C(C=C(C=O)C=C1)Cl (4-allyloxy-3-chloro-benzaldehyde). Reagents/catalysts: O=[Os](=O)(=O)=O (OsO4), C(C)(C)(C)O (tert.-butanol). Solvent: CC(=O)C (acetone), CC(OCC)=O (EA). Conditions: time 20 hour. Product: OC(COC1=C(C=C(C=O)C=C1)Cl)CO (rac-4-(2,3-dihydroxy-propoxy)-3-chloro-benzaldehyde). Reaction SMILES: [CH2:1]([O:4][C:5]1[CH:12]=[CH:11][C:8]([CH:9]=[O:10])=[CH:7][C:6]=1[Cl:13])[CH:2]=[CH2:3].[OH2:14].C[N+]1([O-])CC[O:19]CC1>CC(C)=O.CC(=O)OCC.O=[Os](=O)(=O)=O.C(O)(C)(C)C>[OH:14][CH:2]([CH2:3][OH:19])[CH2:1][O:4][C:5]1[CH:12]=[CH:11][C:8]([CH:9]=[O:10])=[CH:7][C:6]=1[Cl:13]. Reported procedure: The above 4-allyloxy-3-chloro-benzaldehyde (5.37 g, 27.3 mmol) is dissolved in acetone (100 mL) and water (10 mL) and treated with a 2.5% solution of OsO4 in tert.-butanol (1.71 mL, 0.137 mmol OsO4). N-methyl morpholine-N-oxide (3.87 g, 32.8 mmol) is added and the reaction mixture is stirred at rt for 20 h before it is diluted with EA (300 mL) and washed with 10% aq. citric acid solution (200 mL) and water (2×150 mL). The washings are extracted with EA (300 mL) and the combined organic extracts ...